This data is from the Open Reaction Database (ORD), a public repository of structured organic reaction records. The task is: describe an organic reaction: reactants, conditions, products, and yield Reactants: C([O-])(O)=O (bicarbonate), Cl (HCl), Cl[Sn]Cl.O (SnCl2.H2O), FC1=C(C=CC(=C1)I)NC=1C(=C2N(C(C1C)=O)CCO2)[N+](=O)[O-] (7-(2-fluoro-4-iodo-phenylamino)-6-methyl-8-nitro-2,3-dihydro-oxazolo[3,2-a]pyridin-5-one). Solvent: C(C)O (ethanol), C(C)OC(C)=O (ethylacetate), C(C)OC(C)=O (ethylacetate). The product is NC1=C2N(C(C(=C1NC1=C(C=C(C=C1)I)F)C)=O)CCO2 (8-Amino-7-(2-fluoro-4-iodo-phenylamino)-6-methyl-2,3-dihydro-oxazolo[3,2-a]pyridin-5-one). The yield is 57.5%. RXN SMILES: Cl.Cl[Sn]Cl.O.[F:6][C:7]1[CH:12]=[C:11]([I:13])[CH:10]=[CH:9][C:8]=1[NH:14][C:15]1[C:16]([N+:26]([O-])=O)=[C:17]2[O:25][CH2:24][CH2:23][N:18]2[C:19](=[O:22])[C:20]=1[CH3:21].C(=O)(O)[O-]>C(O)C.C(OC(=O)C)C>[NH2:26][C:16]1[C:15]([NH:14][C:8]2[CH:9]=[CH:10][C:11]([I:13])=[CH:12][C:7]=2[F:6])=[C:20]([CH3:21])[C:19](=[O:22])[N:18]2[CH2:23][CH2:24][O:25][C:17]=12 |f:1.2|. Procedure: Concentrated HCl (0.2 mL) and SnCl2.H2O (0.24 g, 1.06 mmol) were added to 7-(2-fluoro-4-iodo-phenylamino)-6-methyl-8-nitro-2,3-dihydro-oxazolo[3,2-a]pyridin-5-one (0.15 g, 0.347 mmol) in ethanol (5 mL). The resulting mixture was heated to reflux for 2 hours. The reaction was monitored by TLC (100% ethylacetate). The reaction mixture was cooled to room temperature, diluted with ethylacetate, basified with saturated bicarbonate solution and filtered through celite. The organic layer was washed wit... Reactants: ClC1=CC(=C(C=C1)C(CC(=O)C1=CN(C(C=C1)=O)C)C1=CC=C(C(=O)O)C=C1)C (4-(1-(4-Chloro-2-methylphenyl)-3-(1-methyl-6-oxo-1,6-dihydropyridin-3-yl)-3-oxopropyl)benzoic acid), Cl.NO (hydroxylamine hydrochloride), C(O)([O-])=O.[Na+] (sodium hydrogencarbonate). The product is ClC1=CC(=C(C=C1)C(C\C(\C1=CN(C(C=C1)=O)C)=N/O)C1=CC=C(C(=O)O)C=C1)C (4-[1-(4-Chloro-2-methyl-phenyl)-3-[(E)-hydroxyimino]-3-(1-methyl-6-oxo-1,6-dihydro-pyridin-3-yl)-propyl]-benzoic acid). Reaction SMILES: [Cl:1][C:2]1[CH:7]=[CH:6][C:5]([CH:8]([C:20]2[CH:28]=[CH:27][C:23]([C:24]([OH:26])=[O:25])=[CH:22][CH:21]=2)[CH2:9][C:10]([C:12]2[CH:17]=[CH:16][C:15](=[O:18])[N:14]([CH3:19])[CH:13]=2)=O)=[C:4]([CH3:29])[CH:3]=1.Cl.[NH2:31][OH:32].C(=O)([O-])O.[Na+]>>[Cl:1][C:2]1[CH:7]=[CH:6][C:5]([CH:8]([C:20]2[CH:28]=[CH:27][C:23]([C:24]([OH:26])=[O:25])=[CH:22][CH:21]=2)[CH2:9]/[C:10](=[N:31]\[OH:32])/[C:12]2[CH:17]=[CH:16][C:15](=[O:18])[N:14]([CH3:19])[CH:13]=2)=[C:4]([CH3:29])[CH:3]=1 |f:1.2,3.4|. Procedure details: In analogy to example 1, step 2, from 4-[1-(4-chloro-2-methyl-phenyl)-3-(1-methyl-6-oxo-1,6-dihydro-pyridin-3-yl)-3-oxo-propyl]-benzoic acid (example 332, step 2) and hydroxylamine hydrochloride in the presence of sodium hydrogencarbonate was prepared the title compound as a light yellow oil, MS (ESI+): m/z=425.1 ([M+H]+). Starting materials: step-ii, C([O-])([O-])=O.[Na+].[Na+] (sodium carbonate), CS(=O)(=O)NC1=C(C=CC(=C1)B1OC(C(O1)(C)C)(C)C)N1CCN(CC1)CC(=O)N (2-(4-(2-(methylsulfonamido)-4-(4,4,5,5-tetramethyl-1,3,2-dioxaborolan-2-yl)phenyl)piperazin-1-yl)acetamide), BrC=1C=C2C(=NC1)N(C=C2C=2C=NN(C2)CC2=CC(=CC=C2)F)S(=O)(=O)C2=CC=C(C)C=C2 (5-bromo-3-(1-(3-fluorobenzyl)-1H-pyrazol-4-yl)-1-tosyl-1H-pyrrolo[2,3-b]pyridine), CS(=O)(=O)NC1=C(C=CC(=C1)B1OC(C(O1)(C)C)(C)C)N1CCN(CC1)CC(=O)N (2-(4-(2-(methylsulfonamido)-4-(4,4,5,5-tetramethyl-1,3,2-dioxaborolan-2-yl)phenyl)piperazin-1-yl)acetamide). Reagents/catalysts: C=1C=CC(=CC1)[P](C=2C=CC=CC2)(C=3C=CC=CC3)[Pd]([P](C=4C=CC=CC4)(C=5C=CC=CC5)C=6C=CC=CC6)([P](C=7C=CC=CC7)(C=8C=CC=CC8)C=9C=CC=CC9)[P](C=1C=CC=CC1)(C=1C=CC=CC1)C=1C=CC=CC1 (Pd(PPh3)4). The solvent is C(Cl)Cl (DCM), CO (methanol), C1(=CC=CC=C1)C.C(C)O.O (toluene ethanol water). Product: FC=1C=C(CN2N=CC(=C2)C2=CN(C3=NC=C(C=C32)C3=CC(=C(C=C3)N3CCN(CC3)CC(=O)N)NS(=O)(=O)C)S(=O)(=O)C3=CC=C(C)C=C3)C=CC1 (2-(4-(4-(3-(1-(3-fluorobenzyl)-1H-pyrazol-4-yl)-1-tosyl-1H-pyrrolo[2,3-b]pyridin-5-yl)-2-(methylsulfonamido)phenyl)piperazin-1-yl)acetamide). Yield: 56.9%. RXN SMILES: Br[C:2]1[CH:3]=[C:4]2[C:10]([C:11]3[CH:12]=[N:13][N:14]([CH2:16][C:17]4[CH:22]=[CH:21][CH:20]=[C:19]([F:23])[CH:18]=4)[CH:15]=3)=[CH:9][N:8]([S:24]([C:27]3[CH:33]=[CH:32][C:30]([CH3:31])=[CH:29][CH:28]=3)(=[O:26])=[O:25])[C:5]2=[N:6][CH:7]=1.[CH3:34][S:35]([NH:38][C:39]1[CH:44]=[C:43](B2OC(C)(C)C(C)(C)O2)[CH:42]=[CH:41][C:40]=1[N:54]1[CH2:59][CH2:58][N:57]([CH2:60][C:61]([NH2:63])=[O:62])[CH2:56][CH2:55]1)(=[O:37])=[O:36].C(=O)([O-])[O-].[Na+].[Na+]>C1(C)C=CC=CC=1.C(O)C.O.CO.C(Cl)Cl.C1C=CC([P]([Pd]([P](C2C=CC=CC=2)(C2C=CC=CC=2)C2C=CC=CC=2)([P](C2C=CC=CC=2)(C2C=CC=CC=2)C2C=CC=CC=2)[P](C2C=CC=CC=2)(C2C=CC=CC=2)C2C=CC=CC=2)(C2C=CC=CC=2)C2C=CC=CC=2)=CC=1>[F:23][C:19]1[CH:18]=[C:17]([CH:22]=[CH:21][CH:20]=1)[CH2:16][N:14]1[CH:15]=[C:11]([C:10]2[C:4]3[C:5](=[N:6][CH:7]=[C:2]([C:43]4[CH:42]=[CH:41][C:40]([N:54]5[CH2:55][CH2:56][N:57]([CH2:60][C:61]([NH2:63])=[O:62])[CH2:58][CH2:59]5)=[C:39]([NH:38][S:35]([CH3:34])(=[O:36])=[O:37])[CH:44]=4)[CH:3]=3)[N:8]([S:24]([C:27]3[CH:33]=[CH:32][C:30]([CH3:31])=[CH:29][CH:28]=3)(=[O:26])=[O:25])[CH:9]=2)[CH:12]=[N:13]1 |f:2.3.4,5.6.7,^1:89,91,110,129|. Reported procedure: Using similar reaction conditions as described in step-ii of example-1, 5-bromo-3-(1-(3-fluorobenzyl)-1H-pyrazol-4-yl)-1-tosyl-1H-pyrrolo[2,3-b]pyridine (compound of Step-i of example 9) (100 mg, 0.190 mmol) was coupled with 2-(4-(2-(methylsulfonamido)-4-(4,4,5,5-tetramethyl-1,3,2-dioxaborolan-2-yl)phenyl)piperazin-1-yl)acetamide (Intermediate 65A) 125 mg, 0.285 mmol) using sodium carbonate (60 mg, 0.567 mmol) and Pd(PPh3)4 (11 mg, 0.0095 mmol) in toluene/ethanol/water (2/2/1 mL). This afforded ...